From a dataset of the Open Reaction Database (ORD), a public repository of structured organic reaction records. describe an organic reaction: reactants, conditions, products, and yield Starting materials: CC(C)(C)OC(=O)N1CCC(C(=O)Cc2ccccc2Br)CC1, O=C([O-])[O-], CCOC(C)=O, CN(C)C=O, [Cs+], [Cs+], O, c1ccc(P(c2ccccc2)(c2ccccc2)[Pd](P(c2ccccc2)(c2ccccc2)c2ccccc2)(P(c2ccccc2)(c2ccccc2)c2ccccc2)P(c2ccccc2)(c2ccccc2)c2ccccc2)cc1, c1cncc(B2OCCCO2)c1. Yields the product CC(C)(C)OC(=O)N1CCC(C(=O)Cc2ccccc2-c2cccnc2)CC1. Reaction SMILES: [C:1]([CH3:2])([CH3:3])([CH3:4])[O:5][C:6](=[O:7])[N:8]1[CH2:9][CH2:10][CH:11]([C:14]([CH2:15][c:16]2[c:17]([Br:22])[cH:18][cH:19][cH:20][cH:21]2)=[O:23])[CH2:12][CH2:13]1.[C:36](=[O:37])([O-:38])[O-:39].[CH3:125][CH2:126][O:127][C:128](=[O:129])[CH3:130].[CH3:43][N:44]([CH3:45])[CH:46]=[O:47].[Cs+:40].[Cs+:41].[OH2:42].[cH:48]1[cH:49][cH:50][c:51]([P:52]([Pd:53]([P:54]([c:55]2[cH:56][cH:57][cH:58][cH:59][cH:60]2)([c:61]2[cH:62][cH:63][cH:64][cH:65][cH:66]2)[c:67]2[cH:68][cH:69][cH:70][cH:71][cH:72]2)([P:73]([c:74]2[cH:75][cH:76][cH:77][cH:78][cH:79]2)([c:80]2[cH:81][cH:82][cH:83][cH:84][cH:85]2)[c:86]2[cH:87][cH:88][cH:89][cH:90][cH:91]2)[P:92]([c:93]2[cH:94][cH:95][cH:96][cH:97][cH:98]2)([c:99]2[cH:100][cH:101][cH:102][cH:103][cH:104]2)[c:105]2[cH:106][cH:107][cH:108][cH:109][cH:110]2)([c:111]2[cH:112][cH:113][cH:114][cH:115][cH:116]2)[c:117]2[cH:118][cH:119][cH:120][cH:121][cH:122]2)[cH:123][cH:124]1.[n:24]1[cH:25][c:26]([B:30]2[O:31][CH2:32][CH2:33][CH2:34][O:35]2)[cH:27][cH:28][cH:29]1>>[C:1]([CH3:2])([CH3:3])([CH3:4])[O:5][C:6](=[O:7])[N:8]1[CH2:9][CH2:10][CH:11]([C:14]([CH2:15][c:16]2[c:17](-[c:26]3[cH:25][n:24][cH:29][cH:28][cH:27]3)[cH:18][cH:19][cH:20][cH:21]2)=[O:23])[CH2:12][CH2:13]1. Starting materials: [N+](=O)([O-])C1=CC=CC2=C1OC1(CC1)C2=O (7-nitrospiro[benzo[b]furan-2(3H),1'-cyclopropane]-3-one), C=O (formalin), Cl.CN(C)C (trimethylamine hydrochloride). The reagents and catalysts are [Ni] (Raney nickel). Run in C(C)O (ethanol). Reaction conditions: time 3 hour. Product: CN(C1=CC=CC2=C1OC1(CC1)C2=O)C (7-dimethylaminospiro[benzo[b]furan-2(3H),1'-cyclopropane]-3-one). The yield is 138.0%. RXN SMILES: [N+](C1[C:9]2[O:10][C:11]3([C:14](=[O:15])[C:8]=2[CH:7]=[CH:6][CH:5]=1)[CH2:13][CH2:12]3)([O-])=O.C=O.Cl.[CH3:19][N:20]([CH3:22])[CH3:21]>[Ni].C(O)C>[CH3:19][N:20]([CH3:22])[C:21]1[C:9]2[O:10][C:11]3([C:14](=[O:15])[C:8]=2[CH:7]=[CH:6][CH:5]=1)[CH2:12][CH2:13]3 |f:2.3|. Procedure details: A mixture of 7-nitrospiro[benzo[b]furan-2(3H),1'-cyclopropane]-3-one (10 g.), formalin (37% formaldehyde, 10 ml.), trimethylamine hydrochloride (2 g.) and Raney nickel (10 g.) in ethanol (500 ml.) was subjected to reduction at 49°-56° C. for 3 hours under hydrogen pressure of 50 kg/cm2. After removing the catalyst by filtration, and the filtrate was concentrated under reduced pressure. The concentrate was dissolved in dichloromethane and the solution was washed with 5% aqueous solution of sodium... Reaction SMILES: [CH2:18]1[O:19][CH2:20][CH2:21][O:22][CH2:23]1.[ClH:17].[s:1]1[cH:2][n:3][c:4]([C:6](=[O:7])[NH:8][NH:9][C:10]([O:11][C:12]([CH3:13])([CH3:14])[CH3:15])=[O:16])[cH:5]1>>[s:1]1[cH:2][n:3][c:4]([C:6](=[O:7])[NH:8][NH2:9])[cH:5]1. Starting materials: C1COCCO1, Cl, CC(C)(C)OC(=O)NNC(=O)c1cscn1. The product is NNC(=O)c1cscn1. The reactants are C(C)(C)(CC)C1=C(OCC(=O)O)C=CC(=C1)C(C)(C)CC (2-(2,4-Di-t-pentylphenoxy)ethanoic acid), S(=O)(Cl)Cl (thionyl chloride). The product is C(C)(C)(CC)C1=C(OCC(=O)Cl)C=CC(=C1)C(C)(C)CC (2-(2,4-di-t-pentyl-phenoxy)ethanoyl chloride). As a reaction SMILES: [C:1]([C:6]1[CH:16]=[C:15]([C:17]([CH2:20][CH3:21])([CH3:19])[CH3:18])[CH:14]=[CH:13][C:7]=1[O:8][CH2:9][C:10](O)=[O:11])([CH2:4][CH3:5])([CH3:3])[CH3:2].S(Cl)([Cl:24])=O>>[C:1]([C:6]1[CH:16]=[C:15]([C:17]([CH2:20][CH3:21])([CH3:19])[CH3:18])[CH:14]=[CH:13][C:7]=1[O:8][CH2:9][C:10]([Cl:24])=[O:11])([CH2:4][CH3:5])([CH3:3])[CH3:2]. Procedure details: 2-(2,4-Di-t-pentylphenoxy)ethanoic acid (12.0 g, 0.041 mol) (CAS Registry Number 13402-96-5) and thionyl chloride (60 ml) were heated under reflux on a steam-bath for 1.5 h. The resulting yellow solution was allowed to cool before being distilled under reduced pressure to remove volatiles. The residue was dissolved in 60-80 petroleum-ether (200 ml) and the solution was distilled under reduced pressure to remove any remaining traces of volatiles, leaving 2-(2,4-di-t-pentyl-phenoxy)ethanoyl chlori...